From a dataset of the Open Reaction Database (ORD), a public repository of structured organic reaction records. describe an organic reaction: reactants, conditions, products, and yield The reactants are ClC=1C=CC(=C(/C=C/C(=O)OC)C1)NS(=O)(=O)C1=CC=CC=C1 (methyl trans-5-chloro-2-(penylsulfonylamino)cinnamate), BrCC(=O)C1=NC=CC(=C1)CO[Si](C)(C)C(C)(C)C (2-Bromoacetyl-4-(tert-butyldimethylsilyloxymethyl)pyridine). The product is COC(CC1=C(NC2=CC=C(C=C12)Cl)C(=O)C1=NC=CC(=C1)CO)=O (Methyl[5-chloro-2-[4-(hydroxymethyl)pyridine-2-carbonyl]-1H-indol-3-yl]acetate). Reaction SMILES: [Cl:1][C:2]1[CH:3]=[CH:4][C:5]([NH:14]S(C2C=CC=CC=2)(=O)=O)=[C:6]([CH:13]=1)/[CH:7]=[CH:8]/[C:9]([O:11][CH3:12])=[O:10].Br[CH2:25][C:26]([C:28]1[CH:33]=[C:32]([CH2:34][O:35][Si](C(C)(C)C)(C)C)[CH:31]=[CH:30][N:29]=1)=[O:27]>>[CH3:12][O:11][C:9](=[O:10])[CH2:8][C:7]1[C:6]2[C:5](=[CH:4][CH:3]=[C:2]([Cl:1])[CH:13]=2)[NH:14][C:25]=1[C:26]([C:28]1[CH:33]=[C:32]([CH2:34][OH:35])[CH:31]=[CH:30][N:29]=1)=[O:27]. Procedure: The title compound was prepared according to the procedure described in Example 57 from methyl trans-5-chloro-2-(penylsulfonylamino)cinnamate (Example 36, step 3) and 2-bromoacetyl-4-(tert-butyldimethylsilyloxymethyl)pyridine (Preparation is described in step 1 of Example 95). Starting materials: [N+](=O)([O-])[O-].[NH4+].[Ce] (cerium ammonium nitrate), COC1(CC(=C(C(=C1C)OC)C)CC[C@@]1(OC(OC1)(C)C)C)C ((S)-4-(3,5-dimethoxy-3,4,6-trimethyl-phenylethyl)-2,2,4-trimethyl-1,3-dioxolan). The solvent is O (water), C(C)#N (acetonitrile). Run at time 2 minute. The product is (S)-(+)-2,3,6-trimethyl-5-(2,2,4-trimethyl-1,3-dioxolan-4-ethyl)-p-benzoquinone, O[C@@](CCC=1C(C(=C(C(C1C)=O)C)C)=O)(CO)C ((S)-(+)-5-(3,4-dihydroxy-3-methyl-1-butyl)-2,3,6-trimethyl-p-benzoquinone). Isolated yield 41.4%. As a reaction SMILES: [N+]([O-])([O-])=[O:2].[NH4+].[Ce].CO[C:9]1([CH3:29])[C:14]([CH3:15])=[C:13]([O:16]C)[C:12]([CH3:18])=[C:11]([CH2:19][CH2:20][C@@:21]2([CH3:28])[CH2:25][O:24]C(C)(C)[O:22]2)[CH2:10]1>O.C(#N)C>[OH:22][C@:21]([CH3:28])([CH2:25][OH:24])[CH2:20][CH2:19][C:11]1[C:10](=[O:2])[C:9]([CH3:29])=[C:14]([CH3:15])[C:13](=[O:16])[C:12]=1[CH3:18] |f:0.1.2|. Procedure details: While stirring for 2 minutes at room temperature, 2.01 g of cerium ammonium nitrate in 7.5 ml of water were added dropwise to a solution of 550 mg of (S)-4-(3,5-dimethoxy-3,4,6-trimethyl-phenylethyl)-2,2,4-trimethyl-1,3-dioxolan in 7.5 ml of acetonitrile. After 2 minutes of additional stirring, the reaction mixture was extracted three times with 20 ml of chloroform each time. The combined organic extracts were dried over sodium sulfate, whereafter the solvent was removed. After chromatography of... Starting materials: BrCC1=CC=C(OCC=2N=C(OC2C)C2=CC=CC=C2)C=C1 (4-(4-bromomethyl-phenoxymethyl)-5-methyl-2-phenyl-oxazole), C([O-])([O-])=O.[K+].[K+] (potassium carbonate), COC(C1=C(C=C(C=C1C)OCCC)O)=O (2-hydroxy-6-methyl-4-propoxy-benzoic acid methyl ester), CCOC(=O)C (EtOAc). The solvent is CN(C)C=O (DMF), CCCCCC (hexane). Product: COC(C1=C(C=C(C=C1OCC1=CC=C(C=C1)OCC=1N=C(OC1C)C1=CC=CC=C1)OCCC)C)=O (2-methyl-6-[4-(5-methyl-2-phenyl-oxazol-4-ylmethoxy)-benzyloxy]-4-propoxy-benzoic acid methyl ester). Reaction SMILES: [CH3:1][O:2][C:3](=[O:16])[C:4]1[C:9]([CH3:10])=[CH:8][C:7]([O:11][CH2:12][CH2:13][CH3:14])=[CH:6][C:5]=1[OH:15].Br[CH2:18][C:19]1[CH:38]=[CH:37][C:22]([O:23][CH2:24][C:25]2[N:26]=[C:27]([C:31]3[CH:36]=[CH:35][CH:34]=[CH:33][CH:32]=3)[O:28][C:29]=2[CH3:30])=[CH:21][CH:20]=1.C(=O)([O-])[O-].[K+].[K+].CCOC(C)=O>CN(C=O)C.CCCCCC>[CH3:1][O:2][C:3](=[O:16])[C:4]1[C:5]([O:15][CH2:18][C:19]2[CH:20]=[CH:21][C:22]([O:23][CH2:24][C:25]3[N:26]=[C:27]([C:31]4[CH:36]=[CH:35][CH:34]=[CH:33][CH:32]=4)[O:28][C:29]=3[CH3:30])=[CH:37][CH:38]=2)=[CH:6][C:7]([O:11][CH2:12][CH2:13][CH3:14])=[CH:8][C:9]=1[CH3:10] |f:2.3.4|. Procedure: A mixture of the title A compound, 2-hydroxy-6-methyl-4-propoxy-benzoic acid methyl ester (407 mg, 1.81 mmol), the title D compound, 4-(4-bromomethyl-phenoxymethyl)-5-methyl-2-phenyl-oxazole (650 mg, 1.81 mmol) and potassium carbonate (751 mg, 5.44 mmol) in DMF is stirred at RT overnight. The mixture is then partitioned between EtOAc and water. The organic layer is washed with brine, dried with magnesium sulfate and concentrated under vacuum to give the crude product. Chromatography on silica ge... The reactants are P(OC1=CC=CC=C1)(OC1=CC=CC=C1)(=O)N=[N+]=[N-] (diphenyl phosphorazidate), C1CCC2=NCCCN2CC1 (DBU), N1=CC=CC2=CC(=CC=C12)C(C)O (1-(quinolin-6-yl)ethanol). Solvent: C1(=CC=CC=C1)C (PhMe). Run at time 10 hour. The product is N(=[N+]=[N-])C(C)C=1C=C2C=CC=NC2=CC1 ((R/S)-6-(1-azidoethyl)quinoline). Reaction SMILES: P([N:17]=[N+:18]=[N-:19])(=O)(OC1C=CC=CC=1)OC1C=CC=CC=1.C1CCN2C(=NCCC2)CC1.[N:31]1[C:40]2[C:35](=[CH:36][C:37]([CH:41](O)[CH3:42])=[CH:38][CH:39]=2)[CH:34]=[CH:33][CH:32]=1>C1(C)C=CC=CC=1>[N:17]([CH:41]([C:37]1[CH:36]=[C:35]2[C:40](=[CH:39][CH:38]=1)[N:31]=[CH:32][CH:33]=[CH:34]2)[CH3:42])=[N+:18]=[N-:19]. Procedure details: In a 50 mL round bottom flask under N2 was dissolved diphenyl phosphorazidate (2.44 ml, 11.3 mmol), DBU (1.69 ml, 11.3 mmol) and 1-(quinolin-6-yl)ethanol (1.65 g, 9.53 mmol) (Prepared according to B. P. Lugovkin,/Zhurnal Obshchei Khimii 25 (1955) 392-397) in 20 mL of PhMe stirred at rt for 10 h. The crude mixture was directly purified by MPLC (ISCO) with Hexanes:AcOEt 100:0 to 0:100. MS m/z=199.2 [M+1]+. Calc'd for C11H10N4: 198.1. The reactants are C(C)(C)(C)OC(=O)N1[C@@H](CCC1)C1=NC2=C(N1)C=CC(=C2)CN(C2=CC=C(C=C2)F)CC2=CC=C(C=C2)NC(=O)[C@@H]2N(CCC2)C(=O)OCC2C1=CC=CC=C1C=1C=CC=CC21 ((R)-(9H-fluoren-9-yl)methyl 2-(4-((((2-((S)-1-(tert-butoxycarbonyl)pyrrolidin-2-yl)-1H-benzo[d]imidazol-5-yl)methyl)(4-fluorophenyl)amino)methyl)phenylcarbamoyl)pyrrolidine-1-carboxylate), FC(C(=O)O)(F)F (trifluoroacetic acid). Run in ClCCl (dichloromethane). The product is FC1=CC=C(C=C1)N(CC1=CC2=C(NC(=N2)[C@H]2NCCC2)C=C1)CC1=CC=C(C=C1)NC(=O)[C@@H]1N(CCC1)C(=O)OCC1C2=CC=CC=C2C=2C=CC=CC12 ((R)-(9H-fluoren-9-yl)methyl 2-(4-(((4-fluorophenyl)((2-((S)-pyrrolidin-2-yl)-1H-benzo[d]imidazol-5-yl)methyl)amino)methyl)phenylcarbamoyl)pyrrolidine-1-carboxylate). Isolated yield 27.5%. As a reaction SMILES: C(OC([N:8]1[CH2:12][CH2:11][CH2:10][C@H:9]1[C:13]1[NH:17][C:16]2[CH:18]=[CH:19][C:20]([CH2:22][N:23]([CH2:31][C:32]3[CH:37]=[CH:36][C:35]([NH:38][C:39]([C@H:41]4[CH2:45][CH2:44][CH2:43][N:42]4[C:46]([O:48][CH2:49][CH:50]4[C:62]5[CH:61]=[CH:60][CH:59]=[CH:58][C:57]=5[C:56]5[C:51]4=[CH:52][CH:53]=[CH:54][CH:55]=5)=[O:47])=[O:40])=[CH:34][CH:33]=3)[C:24]3[CH:29]=[CH:28][C:27]([F:30])=[CH:26][CH:25]=3)=[CH:21][C:15]=2[N:14]=1)=O)(C)(C)C.FC(F)(F)C(O)=O>ClCCl>[F:30][C:27]1[CH:28]=[CH:29][C:24]([N:23]([CH2:31][C:32]2[CH:33]=[CH:34][C:35]([NH:38][C:39]([C@H:41]3[CH2:45][CH2:44][CH2:43][N:42]3[C:46]([O:48][CH2:49][CH:50]3[C:51]4[CH:52]=[CH:53][CH:54]=[CH:55][C:56]=4[C:57]4[C:62]3=[CH:61][CH:60]=[CH:59][CH:58]=4)=[O:47])=[O:40])=[CH:36][CH:37]=2)[CH2:22][C:20]2[CH:19]=[CH:18][C:16]3[NH:17][C:13]([C@@H:9]4[CH2:10][CH2:11][CH2:12][NH:8]4)=[N:14][C:15]=3[CH:21]=2)=[CH:25][CH:26]=1. Procedure details: The product from Example 99E (0.38 g, 0.455 mmol) was dissolved in dichloromethane (4 mL) and treated with trifluoroacetic acid (3 mL) at ambient temperature for 3 hours, then concentrated to dryness, taken up in ethyl acetate and washed with sodium bicarbonate solution. The organic was dried over sodium sulfate, filtered, and concentrated to give 0.092 g (28%) of the title compound. Starting materials: CC1CN(CC(N1[C@@H]1COCC1)=O)C(=O)OC(C)(C)C (tert-Butyl 3-methyl-5-oxo-4-[(3S)-tetrahydrofuran-3-yl]piperazine-1-carboxylate), Cl (HCl). Run in CCOC(=O)C (EtOAc), O1CCOCC1 (dioxane). Run at time 30 minute. The product is Cl.CC1CNCC(N1[C@@H]1COCC1)=O (6-Methyl-1-[(3S)-tetrahydrofuran-3-yl]piperazin-2-one hydrochloride). RXN SMILES: [CH3:1][CH:2]1[N:7]([C@H:8]2[CH2:12][CH2:11][O:10][CH2:9]2)[C:6](=[O:13])[CH2:5][N:4](C(OC(C)(C)C)=O)[CH2:3]1.[ClH:21]>CCOC(C)=O.O1CCOCC1>[ClH:21].[CH3:1][CH:2]1[N:7]([C@H:8]2[CH2:12][CH2:11][O:10][CH2:9]2)[C:6](=[O:13])[CH2:5][NH:4][CH2:3]1 |f:4.5|. Procedure: Crude II2 was dissolved in EtOAc, then 4M HCl in dioxane was added. The mixture was stirred at RT for 30 min. After the removal of the solvent under reduced pressure, the crude was scratched with Et2O and the solvent decanted to afford the title compound (II3). MS (ES) C9H17ClN2O2 requires: 184, found: 185 (M+H)+. The reactants are O.NN (Hydrazine hydrate), ClC1=CC=C(C=C1)C(C#CC=1SC=CC1)=O (1-(4-chlorophenyl)-3-(2-thienyl)-2-propyn-1-one). Reagents/catalysts: C1(=CC=C(C=C1)S(=O)(=O)[O-])C.[NH+]1=CC=CC=C1 (pyridinium p-toluenesulfonate). Solvent: C(C)O (ethanol). The product is ClC1=CC=C(C=C1)C1=NNC(=C1)C=1SC=CC1 (3-(4-chlorophenyl)-5-(2-thienyl)-1H-pyrazole). Yield: 80.0%. Reaction SMILES: O.[NH2:2][NH2:3].[Cl:4][C:5]1[CH:10]=[CH:9][C:8]([C:11](=O)[C:12]#[C:13][C:14]2[S:15][CH:16]=[CH:17][CH:18]=2)=[CH:7][CH:6]=1>C(O)C.C1(C)C=CC(S([O-])(=O)=O)=CC=1.[NH+]1C=CC=CC=1>[Cl:4][C:5]1[CH:10]=[CH:9][C:8]([C:11]2[CH:12]=[C:13]([C:14]3[S:15][CH:16]=[CH:17][CH:18]=3)[NH:3][N:2]=2)=[CH:7][CH:6]=1 |f:0.1,4.5|. Procedure details: Hydrazine hydrate (228 mg, 4.6 mM) and pyridinium p-toluenesulfonate (50 mg) were added to a solution of 1-(4-chlorophenyl)-3-(2-thienyl)-2-propyn-1-one (750 mg, 3.0 mM) in ethanol (30 ml), and this mixture was heated under reflux for 2 hours. After the mixture was allowed to cool to room temperature, the solvent was distilled off under reduced pressure, and the resulting residue was dissolved in ethyl acetate (50 ml). This solution was washed with a saturated aqueous solution of sodium hydrogen...